From a dataset of the Open Reaction Database (ORD), a public repository of structured organic reaction records. describe an organic reaction: reactants, conditions, products, and yield Starting materials: NC=1C(=C(C2=C(C(C(O2)(C)C)=O)C1Br)C)C (5-amino-4-bromo-2,2,6,7-tetramethyl-1-benzofuran-3(2H)-one), C(=C)B1OC(C(O1)(C)C)(C)C (2-ethenyl-4,4,5,5-tetramethyl-1,3,2-dioxaborolan), tetrakistriphenyl phosphine palladium, C([O-])([O-])=O.[Na+].[Na+] (sodium carbonate). The solvent is C(C)(=O)OCC (ethyl acetate), COCCOC (DME), C(C)O (ethanol), O (water), O (water). Run at temperature 100 celsius, time 45 hour. Product: NC=1C(=C(C2=C(C(C(O2)(C)C)=O)C1C=C)C)C (5-amino-4-ethenyl-2,2,6,7-tetramethyl-1-benzofuran-3(2H)-one). The yield is 90.3%. Reaction SMILES: C(B1[O:7][C:6]([CH3:9])([CH3:8])[C:5]([CH3:11])(C)[O:4]1)=C.C(=O)([O-])[O-].[Na+].[Na+].[NH2:18][C:19]1[C:20]([CH3:33])=[C:21]([CH3:32])[C:22]2OC(C)(C)[C:24](=O)[C:23]=2[C:30]=1Br>C(OCC)(=O)C.O.COCCOC.C(O)C>[NH2:18][C:19]1[C:20]([CH3:33])=[C:21]([CH3:32])[C:22]2[O:7][C:6]([CH3:8])([CH3:9])[C:5](=[O:4])[C:11]=2[C:30]=1[CH:23]=[CH2:24] |f:1.2.3|. Procedure: 2-ethenyl-4,4,5,5-tetramethyl-1,3,2-dioxaborolan (3.79 g, 24.6 mmol), tetrakistriphenyl phosphine palladium (605 mg, 0.523 mmol), sodium carbonate (1.36 g, 12.8 mmol), water (8 mL) and ethanol (5 mL) were added to a solution of DME (14 mL) containing 5-amino-4-bromo-2,2,6,7-tetramethyl-1-benzofuran-3(2H)-one (2.00 g, 7.04 mmol) synthesized in Reference Example 21, and the mixture was stirred under argon atmosphere at 100° C. for 45 hours. After cooled to room temperature, water was added to the ... Starting materials: [H-].[Na+] (Sodium hydride), FC1=C(C(=O)C(=CNN(C(=O)OC(C)(C)C)C)C(=O)OCC)C=C(C=C1F)I (tert-butyl 2-(2-(2,3-difluoro-5-iodobenzoyl)-3-ethoxy-3-oxoprop-1-enyl)-1-methylhydrazinecarboxylate), ice water. Run in CN(C=O)C (N,N-dimethylformamide), [Cl-].[Na+].O (brine). Conditions: time 2 hour. Product: C(C)(C)(C)OC(=O)N(N1C=C(C(C2=CC(=CC(=C12)F)I)=O)C(=O)OCC)C (Ethyl 1-((tert-Butoxycarbonyl)(methyl)amino)-8-fluoro-6-iodo-4-oxo-1,4-dihydroquinoline-3-carboxylate). Isolated yield 89.8%. RXN SMILES: [H-].[Na+].F[C:4]1[C:28]([F:29])=[CH:27][C:26]([I:30])=[CH:25][C:5]=1[C:6]([C:8]([C:20]([O:22][CH2:23][CH3:24])=[O:21])=[CH:9][NH:10][N:11]([CH3:19])[C:12]([O:14][C:15]([CH3:18])([CH3:17])[CH3:16])=[O:13])=[O:7]>CN(C)C=O.[Cl-].[Na+].O>[C:15]([O:14][C:12]([N:11]([CH3:19])[N:10]1[C:4]2[C:5](=[CH:25][C:26]([I:30])=[CH:27][C:28]=2[F:29])[C:6](=[O:7])[C:8]([C:20]([O:22][CH2:23][CH3:24])=[O:21])=[CH:9]1)=[O:13])([CH3:18])([CH3:17])[CH3:16] |f:0.1,4.5.6|. Procedure details: Sodium hydride (0.256 g, 60% oil dispersion) is added to a solution of tert-butyl 2-(2-(2,3-difluoro-5-iodobenzoyl)-3-ethoxy-3-oxoprop-1-enyl)-1-methylhydrazinecarboxylate (Preparation 33, 3.20 g) in N,N-dimethylformamide (18 mL) at room temperature, and the mixture is stirred for 2 h. The reaction mixture is poured into a mixture of 100 mL of ice water and 100 mL of saturated brine. The mixture is extracted 3 times with ethyl acetate. The combined organic layers are dried (Na2SO4) and concentra... The product is O=C(c1cccc(-c2ccccc2)n1)c1cccc(-c2ccccc2)n1. Reactants: ClCCl, OC(c1cccc(-c2ccccc2)n1)c1cccc(-c2ccccc2)n1. RXN SMILES: [Cl:27][CH2:28][Cl:29].[c:1]1(-[c:7]2[cH:8][cH:9][cH:10][c:11]([CH:13]([OH:14])[c:15]3[n:16][c:17](-[c:21]4[cH:22][cH:23][cH:24][cH:25][cH:26]4)[cH:18][cH:19][cH:20]3)[n:12]2)[cH:2][cH:3][cH:4][cH:5][cH:6]1>>[c:1]1(-[c:7]2[cH:8][cH:9][cH:10][c:11]([C:13](=[O:14])[c:15]3[n:16][c:17](-[c:21]4[cH:22][cH:23][cH:24][cH:25][cH:26]4)[cH:18][cH:19][cH:20]3)[n:12]2)[cH:2][cH:3][cH:4][cH:5][cH:6]1.